The task is: describe an organic reaction: reactants, conditions, products, and yield. This data is from the Open Reaction Database (ORD), a public repository of structured organic reaction records. The reactants are Cc1ccccc1, C=C(C(=O)O)C(F)(F)F, Oc1ccc(O)cc1, Nc1ccc2ncsc2c1. Yields the product O=C(O)C(CNc1ccc2ncsc2c1)C(F)(F)F. RXN SMILES: [CH3:28][c:29]1[cH:30][cH:31][cH:32][cH:33][cH:34]1.[F:11][C:12]([C:13]([C:14](=[O:15])[OH:16])=[CH2:17])([F:18])[F:19].[OH:20][c:21]1[cH:22][cH:23][c:24]([OH:25])[cH:26][cH:27]1.[s:1]1[cH:2][n:3][c:4]2[c:5]1[cH:6][c:7]([NH2:10])[cH:8][cH:9]2>>[s:1]1[cH:2][n:3][c:4]2[c:5]1[cH:6][c:7]([NH:10][CH2:17][CH:13]([C:12]([F:11])([F:18])[F:19])[C:14](=[O:15])[OH:16])[cH:8][cH:9]2. Reactants: C(C)(C)(C)OC(NC(C)(C1=CC(=CC=C1)CC(C)NC1=NC=CC(=N1)N1C=2N(C(CC1)=O)CC=C(N2)C2=CC=CC=C2)C)=O ([1-methyl-1-(3-{2-[4-(4-oxo-8-phenyl-3,4-dihydro-2H, 6H-pyrimido[1,2-a]pyrimidin-1-yl)-pyrimidin-2-ylamino]-propyl}-phenyl)-ethyl]-carbamic acid tert-butyl ester), FC(C(=O)O)(F)F (trifluoroacetic acid). The solvent is ClCCl (dichloromethane). Conditions: time 30 minute. Yields the product NC(C)(C)C=1C=C(C=CC1)CC(C)NC1=NC=CC(=N1)N1C=2N(C(CC1)=O)CC=C(N2)C2=CC=CC=C2 (1-(2-{2-[3-(1-Amino-1-methyl-ethyl)-phenyl]-1-methyl-ethylamino}-pyrimidin-4-yl)-8-phenyl-1,2,3,6-tetrahydro-pyrimido[1,2-a]pyrimidin-4-one). RXN SMILES: C(OC(=O)[NH:7][C:8]([CH3:43])([C:10]1[CH:15]=[CH:14][CH:13]=[C:12]([CH2:16][CH:17]([NH:19][C:20]2[N:25]=[C:24]([N:26]3[CH2:31][CH2:30][C:29](=[O:32])[N:28]4[CH2:33][CH:34]=[C:35]([C:37]5[CH:42]=[CH:41][CH:40]=[CH:39][CH:38]=5)[N:36]=[C:27]34)[CH:23]=[CH:22][N:21]=2)[CH3:18])[CH:11]=1)[CH3:9])(C)(C)C.FC(F)(F)C(O)=O>ClCCl>[NH2:7][C:8]([C:10]1[CH:11]=[C:12]([CH2:16][CH:17]([NH:19][C:20]2[N:25]=[C:24]([N:26]3[CH2:31][CH2:30][C:29](=[O:32])[N:28]4[CH2:33][CH:34]=[C:35]([C:37]5[CH:38]=[CH:39][CH:40]=[CH:41][CH:42]=5)[N:36]=[C:27]34)[CH:23]=[CH:22][N:21]=2)[CH3:18])[CH:13]=[CH:14][CH:15]=1)([CH3:9])[CH3:43]. Reported procedure: To a mixture of [1-methyl-1-(3-{2-[4-(4-oxo-8-phenyl-3,4-dihydro-2H, 6H-pyrimido[1,2-a]pyrimidin-1-yl)-pyrimidin-2-ylamino]-propyl}-phenyl)-ethyl]-carbamic acid tert-butyl ester (0.25 g, 0.42 mmol) and trifluoroacetic acid (1 mL) in dichloromethane (2 mL) was stirred at room temperature for 30 min. The mixture was washed with saturated sodium bicarbonate, brine, dried over magnesium sulfate and was purified by chromatography on silica gel using 0-8% 2 M NH3 MeOH/CH2Cl2. M+1=496. 1NMR (CDCl3) d (... Starting materials: IC#CC1=CSC=C1 (3-(iodoethynyl)thiophene), FC(C=1C=C(CN=[N+]=[N-])C=CC1)(F)F (3-trifluoromethyl-benzylazide). Yields the product IC1=C(N=NN1CC1=CC(=CC=C1)C(F)(F)F)C1=CSC=C1 (5-Iodo-4-(thiophen-3-yl)-1-(3-(trifluoromethyl)benzyl)-1H-1,2,3-triazole). RXN SMILES: [I:1][C:2]#[C:3][C:4]1[CH:8]=[CH:7][S:6][CH:5]=1.[F:9][C:10]([F:22])([F:21])[C:11]1[CH:12]=[C:13]([CH:18]=[CH:19][CH:20]=1)[CH2:14][N:15]=[N+:16]=[N-:17]>>[I:1][C:2]1[N:15]([CH2:14][C:13]2[CH:18]=[CH:19][CH:20]=[C:11]([C:10]([F:9])([F:22])[F:21])[CH:12]=2)[N:16]=[N:17][C:3]=1[C:4]1[CH:8]=[CH:7][S:6][CH:5]=1. Procedure: Synthesized from 3-(iodoethynyl)thiophene and 3-trifluoromethyl-benzylazide using general procedure; 0.994 g, 2.284 mmol, 99%; mp=153-158° C. (dec.); IR (υ[cm−1]) 3121, 1326, 1194, 1163, 1096, 1075, 853, 792, 702; 1H NMR (600 MHz, CDCl3) δ=7.97-7.93 (m, 1H), 7.75 (d, J=5.0, 1H), 7.59 (d, J=7.7, 2H), 7.58 (s, 1H), 7.47 (t, J=7.7, 1H), 7.45-7.38 (m, 2H), 5.69 (s, 2H); 13C NMR (151 MHz, CDCl3) δ=147.5, 135.4, 131.6 (q, J=32.7), 131.3, 131.0, 129.8, 126.7, 126.2, 125.7 (q, J=3.7), 124.9 (q, J=3.8), ... Reported procedure: The compound (44.1 mg) obtained in Example 47-1 was dissolved in anhydrous methanol (1.0 ml) and added with a 4 mol/l hydrogen chloride/dioxane solution (1.0 ml) and the whole was stirred at room temperature for 3 hours. After completion of the reaction, the solvent was distilled off. The resultant was added with a 1 mol/l sodium hydroxide aqueous solution and the whole was subjected to extraction with chloroform and washed with a saturated saline solution. The organic layer was dried with anhyd... Product: NCCCCC=1N(C2=C(N1)C=CC(=C2)C#N)C(C)C (2-(4-amino-butyl)-3-isopropyl-3H-benzimidazol-5-carbonitrile). Run in CO (methanol). Conditions: time 3 hour. The reactants are C(C)(C)(C)OC(NCCCCC(N(C(C)C)C1=C(C=CC(=C1)C#N)N)=O)=O ({4-[(2-amino-5-cyano-phenyl)-isopropyl-carbamoyl]-butyl}-carbamic acid t-butyl ester), Cl.O1CCOCC1 (hydrogen chloride dioxane). As a reaction SMILES: C(OC(=O)[NH:7][CH2:8][CH2:9][CH2:10][CH2:11][C:12](=O)[N:13]([C:17]1[CH:22]=[C:21]([C:23]#[N:24])[CH:20]=[CH:19][C:18]=1[NH2:25])[CH:14]([CH3:16])[CH3:15])(C)(C)C.Cl.O1CCOCC1>CO>[NH2:7][CH2:8][CH2:9][CH2:10][CH2:11][C:12]1[N:13]([CH:14]([CH3:16])[CH3:15])[C:17]2[CH:22]=[C:21]([C:23]#[N:24])[CH:20]=[CH:19][C:18]=2[N:25]=1 |f:1.2|. Yield: 86.1%. The reactants are C([O-])([O-])=O.[Cs+].[Cs+] (cesium carbonate), C(C)(C)(C)OC(N[C@@H](C)C1=CC=C(C=C1)Br)=O (t-butyl[(1S)-1-(4-bromophenyl)ethyl]carbamate), FC(C(=O)N1CCNCC1)(F)F (2,2,2-trifluoro-1-piperazin-1-yl-ethanone). The reagents and catalysts are C(C)(=O)[O-].[Pd+2].C(C)(=O)[O-] (palladium acetate), C1(=CC=CC=C1)P(C1=C(C2=CC=CC=C2C=C1)C1=C(C=CC2=CC=CC=C12)P(C1=CC=CC=C1)C1=CC=CC=C1)C1=CC=CC=C1 (2,2′-bis(diphenylphosphino)-1,1′-binaphthyl). The solvent is C1(=CC=CC=C1)C (toluene). Yields the product C(C)(C)(C)OC(N[C@@H](C)C1=CC=C(C=C1)N1CCN(CC1)C(C(F)(F)F)=O)=O (t-butyl((1S)-1-{4-[4-(trifluoroacetyl)piperazin-1-yl]phenyl}ethyl)carbamate). Yield: 54.6%. RXN SMILES: [C:1]([O:5][C:6](=[O:17])[NH:7][C@H:8]([C:10]1[CH:15]=[CH:14][C:13](Br)=[CH:12][CH:11]=1)[CH3:9])([CH3:4])([CH3:3])[CH3:2].[F:18][C:19]([F:29])([F:28])[C:20]([N:22]1[CH2:27][CH2:26][NH:25][CH2:24][CH2:23]1)=[O:21].C(=O)([O-])[O-].[Cs+].[Cs+]>C([O-])(=O)C.[Pd+2].C([O-])(=O)C.C1(P(C2C=CC=CC=2)C2C=CC3C(=CC=CC=3)C=2C2C3C(=CC=CC=3)C=CC=2P(C2C=CC=CC=2)C2C=CC=CC=2)C=CC=CC=1.C1(C)C=CC=CC=1>[C:1]([O:5][C:6](=[O:17])[NH:7][C@H:8]([C:10]1[CH:15]=[CH:14][C:13]([N:25]2[CH2:26][CH2:27][N:22]([C:20](=[O:21])[C:19]([F:29])([F:18])[F:28])[CH2:23][CH2:24]2)=[CH:12][CH:11]=1)[CH3:9])([CH3:4])([CH3:3])[CH3:2] |f:2.3.4,5.6.7|. Procedure: The mixture of 100 mg of the t-butyl[(1S)-1-(4-bromophenyl)ethyl]carbamate [106-1], 73 mg of 2,2,2-trifluoro-1-piperazin-1-yl-ethanone (synthesized according to a method disclosed in page 7357-7360 in Tetrahedron Lett. 1995, 41), 3.7 mg of palladium acetate, 10.7 mg of 2,2′-bis(diphenylphosphino)-1,1′-binaphthyl, 217 mg of cesium carbonate, and 3 mL of toluene, was stirred overnight at 100° C. After cooling the reaction mixture back to room temperature, the insolubles were filtered through celit... RXN SMILES: [CH2:3]([CH3:4])[O:5][C:6](=[O:7])[c:8]1[cH:9][c:10]2[c:11]([cH:12][n:13][c:14]([Br:16])[cH:15]2)[nH:17]1.[CH3:18][CH2:19][OH:20].[Na+:2].[OH-:1]>>[O:5]=[C:6]([OH:7])[c:8]1[cH:9][c:10]2[c:11]([cH:12][n:13][c:14]([Br:16])[cH:15]2)[nH:17]1. Yields the product O=C(O)c1cc2cc(Br)ncc2[nH]1. Starting materials: CCOC(=O)c1cc2cc(Br)ncc2[nH]1, CCO, [Na+], [OH-]. The reactants are NMR(CDCl3) amino, ( 8 ), ( 11/13 ), C[C@@H]1CNC(=O)[C@H](NC(=O)/C=C/C[C@H](OC(=O)[C@@H](OC1=O)CC(C)C)[C@H](C)[C@@H]2[C@H](O2)C3=CC=CC=C3)CC4=CC(=C(C=C4)OC)Cl (Cryptophycin 1), CC1CNC(=O)C(NC(=O)/C=C/CC(OC(=O)C(OC1=O)CC(C)C)C(C)C2C(O2)C3=CC=CC=C3)CC4=CC(=C(C=C4)OC)Cl (Cryptophycin), C[C@@H]1CNC(=O)[C@H](NC(=O)/C=C\C[C@H](OC(=O)[C@@H](OC1=O)CC(C)C)[C@H](C)/C=C/C2=CC=CC=C2)CC3=CC=C(C=C3)OC (Cryptophycin 4), C[C@@H]1CNC(=O)[C@H](NC(=O)/C=C\C[C@H](OC(=O)[C@@H](OC1=O)CC(C)C)[C@H](C)/C=C/C2=CC=CC=C2)CC3=CC=C(C=C3)OC (Cryptophycin 4), CC1CNC(=O)C(NC(=O)/C=C/CC(OC(=O)C(OC1=O)CC(C)C)C(C)C2C(O2)C3=CC=CC=C3)CC4=CC(=C(C=C4)OC)Cl (Cryptophycin), CC1CNC(=O)C(NC(=O)/C=C/CC(OC(=O)C(OC1=O)CC(C)C)C(C)C2C(O2)C3=CC=CC=C3)CC4=CC(=C(C=C4)OC)Cl (Cryptophycin), ClC=1C=C(C[C@H](N)C(=O)O)C=CC1OC (3-chloro-4-methoxyphenylalanine), C[C@H]1[C@@H](O[C@H]([C@@H]1O)C2=CC=CC=C2)C/C=C/C(=O)N[C@H](CC3=CC(=C(C=C3)OC)Cl)C(=O)NC[C@@H](C)C(=O)OC (Cryptophycin 6), C[C@@H]1CNC(=O)[C@H](NC(=O)/C=C/C[C@H](OC(=O)[C@@H](OC1=O)CC(C)C)[C@H](C)/C=C/C=2C=CC=CC2)CC=3C=CC(=C(C3)Cl)OC (Cryptophycin 3), ( 8 ), ( 5 ), ( 100 ), C[C@@H]1CNC(=O)[C@H](NC(=O)/C=C/C[C@H](OC(=O)[C@@H](OC1=O)CC(C)C)[C@H](C)[C@@H]2[C@H](O2)C3=CC=CC=C3)CC4=CC(=C(C=C4)OC)Cl (Cryptophycin 1), C[C@@H]1CNC(=O)[C@H](NC(=O)/C=C/C[C@H](OC(=O)[C@@H](OC1=O)CC(C)C)[C@H](C)/C=C/C=2C=CC=CC2)CC=3C=CC(=C(C3)Cl)OC (Cryptophycin 3), C(C(O)CC(C)C)(=O)O (leucic acid), ( 5 ), ( 70/24 ), ( ε ), NCC(C(=O)O)C (3-amino-2-methylpropionic acid), C[C@@H]1CNC(=O)[C@H](NC(=O)/C=C/C[C@H](OC(=O)[C@@H](OC1=O)CC(C)C)[C@H](C)[C@@H]2[C@H](O2)C3=CC=CC=C3)CC4=CC(=C(C=C4)OC)Cl (Cryptophycin 1), ( 86/40 ), C[C@@H]1CNC(=O)[C@H](NC(=O)/C=C\C[C@H](OC(=O)[C@@H](OC1=O)CC(C)C)[C@H](C)/C=C/C2=CC=CC=C2)CC3=CC=C(C=C3)OC (Cryptophycin 4), ( 12 ), C[C@@H]1CNC(=O)[C@H](NC(=O)/C=C/C[C@H](OC(=O)[C@@H](OC1=O)CC(C)C)[C@H](C)/C=C/C=2C=CC=CC2)CC=3C=CC(=C(C3)Cl)OC (Cryptophycin 3), OC(CC=CC(=O)O)C(C(C(C1=CC=CC=C1)O)O)C (5,7,8-trihydroxy-6-methyl-8-phenyl-2-octenoic acid), C[C@@H]1CNC(=O)[C@H](NC(=O)/C=C/C[C@H](OC(=O)[C@@H](OC1=O)CC(C)C)[C@H](C)[C@@H]2[C@H](O2)C3=CC=CC=C3)CC4=CC(=C(C=C4)OC)Cl (Cryptophycin 1), hydroxy acid, ( 3.0/1.3 ), CC1CNC(=O)C(NC(=O)/C=C/CC(OC(=O)C(OC1=O)CC(C)C)C(C)C2C(O2)C3=CC=CC=C3)CC4=CC(=C(C=C4)OC)Cl (Cryptophycin), C[C@H]1[C@@H](O[C@H]([C@@H]1O)C2=CC=CC=C2)C/C=C/C(=O)N[C@H](CC3=CC(=C(C=C3)OC)Cl)C(=O)NC[C@@H](C)C(=O)OC (Cryptophycin 6), CC1CNC(=O)C(NC(=O)/C=C/CC(OC(=O)C(OC1=O)CC(C)C)C(C)C2C(O2)C3=CC=CC=C3)CC4=CC(=C(C=C4)OC)Cl (Cryptophycin), CC1CNC(=O)C(NC(=O)/C=C/CC(OC(=O)C(OC1=O)CC(C)C)C(C)C2C(O2)C3=CC=CC=C3)CC4=CC(=C(C=C4)OC)Cl (Cryptophycin), ( 9 ), ( 10/14 ), C[C@@H]1CNC(=O)[C@H](NC(=O)/C=C/C[C@H](OC(=O)[C@@H](OC1=O)CC(C)C)[C@H](C)/C=C/C=2C=CC=CC2)CC=3C=CC(=C(C3)Cl)OC (Cryptophycin 3), ( 9 ), ( 5 ). The solvent is CO (MeOH), CO (MeOH). Product: C[C@@H]1CNC(=O)[C@H](NC(=O)/C=C/C[C@H](OC(=O)[C@@H](OC1=O)CC(C)C)C/C=C/C2=CC=CC=C2)CC3=CC(=C(C=C3)OC)Cl (Cryptophycin 28). RXN SMILES: [OH:1][CH:2]([CH:9](C)[CH:10](O)[CH:11](O)[C:12]1[CH:17]=[CH:16][CH:15]=[CH:14][CH:13]=1)[CH2:3][CH:4]=[CH:5][C:6]([OH:8])=O.[Cl:21][C:22]1[CH:23]=[C:24]([CH:31]=[CH:32][C:33]=1[O:34][CH3:35])[CH2:25][C@@H:26]([C:28]([OH:30])=O)[NH2:27].[NH2:36][CH2:37][CH:38]([CH3:42])[C:39]([OH:41])=[O:40].[C:43](O)(=[O:50])[CH:44]([CH2:46][CH:47]([CH3:49])[CH3:48])O.C[C@H]1C(=O)O[C@@H](CC(C)C)C(=O)O[C@H]([C@@H]([C@H]2O[C@@H]2C2C=CC=CC=2)C)CC=CC(=O)N[C@H](CC2C=CC(OC)=C(Cl)C=2)C(=O)NC1.CC1C(=O)OC(CC(C)C)C(=O)OC(C(C2OC2C2C=CC=CC=2)C)CC=CC(=O)NC(CC2C=CC(OC)=C(Cl)C=2)C(=O)NC1.C[C@H]1C(=O)O[C@@H](CC(C)C)C(=O)O[C@H]([C@@H](/C=C/C2C=CC=CC=2)C)CC=CC(=O)N[C@H](CC2C=CC(OC)=C(Cl)C=2)C(=O)NC1.C[C@H]1C(=O)O[C@@H](CC(C)C)C(=O)O[C@H]([C@@H](/C=C/C2C=CC=CC=2)C)CC=CC(=O)N[C@H](CC2C=CC(OC)=CC=2)C(=O)NC1.C[C@@H]1[C@@H](O)[C@H](C2C=CC=CC=2)O[C@H]1C/C=C/C(N[C@@H](C(NC[C@H](C(OC)=O)C)=O)CC1C=CC(OC)=C(Cl)C=1)=O>CO>[CH3:42][C@H:38]1[C:39](=[O:41])[O:40][C@@H:44]([CH2:46][CH:47]([CH3:49])[CH3:48])[C:43](=[O:50])[O:1][C@H:2]([CH2:9]/[CH:10]=[CH:11]/[C:12]2[CH:13]=[CH:14][CH:15]=[CH:16][CH:17]=2)[CH2:3][CH:4]=[CH:5][C:6](=[O:8])[NH:27][C@H:26]([CH2:25][C:24]2[CH:31]=[CH:32][C:33]([O:34][CH3:35])=[C:22]([Cl:21])[CH:23]=2)[C:28](=[O:30])[NH:36][CH2:37]1. Procedure: [α]D +65.6°(MeOH, c 0.93); UV (MeOH) λmax (ε) 204 (48000), 230 (19300), 248 (18700), 280 (3400); IR (neat) νmax 3413, 3270, 2958, 1745, 1726, 1665, 1504, 1258, 1197, 1175, 1066, 694 cm-1 ; EIMS m/z (rel intensity) 624/626 (3.0/1.3), 412/414 (70/24), 280/282(13/6), 213 (100), 195/197 (86/40); high resolution EIMS m/z 624.2626 (calcd for C34H41ClN2O7, -2.4 mmu error); 1H NMR(CDCl3) amino or hydroxy acid unit δ (carbon position, multiplicity; J in Hz) 5-hydroxy-8-phenyl-2,7-octadienoic acid (A) 5.7...